This data is from the Open Reaction Database (ORD), a public repository of structured organic reaction records. The task is: describe an organic reaction: reactants, conditions, products, and yield Starting materials: C(C1=CC=CC=C1)OC1=C2C=C(NC2=CC=C1)C(=O)N (4-(benzyloxy)indole-2-carboxamide), [H][H] (hydrogen). Reagents/catalysts: [Pd] (palladium on carbon). The solvent is CO (methanol), CCCCCC (hexane). Yields the product OC1=C2C=C(NC2=CC=C1)C(=O)N (4-hydroxyindole-2-carboxamide). Reaction SMILES: C([O:8][C:9]1[CH:17]=[CH:16][CH:15]=[C:14]2[C:10]=1[CH:11]=[C:12]([C:18]([NH2:20])=[O:19])[NH:13]2)C1C=CC=CC=1.[H][H]>CO.[Pd].CCCCCC>[OH:8][C:9]1[CH:17]=[CH:16][CH:15]=[C:14]2[C:10]=1[CH:11]=[C:12]([C:18]([NH2:20])=[O:19])[NH:13]2. Reported procedure: 4-(benzyloxy)indole-2-carboxamide (4.98 g) in 300 ml of methanol is stirred under 1 atm of hydrogen with 0.75 g of 10% palladium on carbon for 16 hr. The catalyst is filtered off through Celite filter aid, the filtrate concentrated, the residue taken up in ethyl acetate (300 ml) and filtered again. The clear filtrate is concentrated to 200 ml and hexane added to a volume of 450 mi. The cooled solution gives a small amount of gummy, dark material. The filtrate is diluted with hexane and cooled ov... The reactants are dimethyl (R,R)-2-allyl-1,3,2-dixoaborolane-4,5-dicarboxylate, C(=O)C1=CS[C@H]2N([C@H]1C(=O)OC(C1=CC=CC=C1)C1=CC=CC=C1)C([C@H]2NC(CC2=CC=CC=C2)=O)=O (diphenylmethyl (4R, 6R, 7R)-3-formyl-7-phenylacetamidoceph-2-em-4-carboxylate), O1CCCC1 (tetrahydrofuran), O (water), C(C)(=O)OCC (ethyl acetate). Conditions: temperature 20 celsius, time 10 minute. Product: OC(CC=C)C1=CS[C@H]2N([C@H]1C(=O)OC(C1=CC=CC=C1)C1=CC=CC=C1)C([C@H]2NC(CC2=CC=CC=C2)=O)=O (Diphenylmethyl (4R, 6R, 7R)-3(1-hydroxybut 3enyl)7phenylacetamidoceph-2em-4carboxylate). As a reaction SMILES: [CH:1]([C:3]1[C@H:8]([C:9]([O:11][CH:12]([C:19]2[CH:24]=[CH:23][CH:22]=[CH:21][CH:20]=2)[C:13]2[CH:18]=[CH:17][CH:16]=[CH:15][CH:14]=2)=[O:10])[N:7]2[C:25](=[O:37])[C@@H:26]([NH:27][C:28](=[O:36])[CH2:29][C:30]3[CH:35]=[CH:34][CH:33]=[CH:32][CH:31]=3)[C@H:6]2[S:5][CH:4]=1)=[O:2].O.C(OCC)(=O)C.O1C[CH2:48][CH2:47][CH2:46]1>>[OH:2][CH:1]([C:3]1[C@H:8]([C:9]([O:11][CH:12]([C:13]2[CH:14]=[CH:15][CH:16]=[CH:17][CH:18]=2)[C:19]2[CH:24]=[CH:23][CH:22]=[CH:21][CH:20]=2)=[O:10])[N:7]2[C:25](=[O:37])[C@@H:26]([NH:27][C:28](=[O:36])[CH2:29][C:30]3[CH:31]=[CH:32][CH:33]=[CH:34][CH:35]=3)[C@H:6]2[S:5][CH:4]=1)[CH2:48][CH:47]=[CH2:46]. Reported procedure: A mixture of dimethyl (R,R)-2-allyl-1,3,2-dixoaborolane-4,5-dicarboxylate (0.67M in toluene, 1.8 ml, 1.2 mmol) and 0.4 nm molecular sieves (50 mg) was stirred at 20° C. for 10 minutes and then cooled to −70° C., and then a solution of diphenylmethyl (4R, 6R, 7R)-3-formyl-7-phenylacetamidoceph-2-em-4-carboxylate (100 mg, 0.2 mmol) in tetrahydrofuran (0.5 ml) was added dropwise. After 2 h at −70° C. the mixture was warmed to 20° C. and water and ethyl acetate were added. The organic layer was drie... The reactants are CC[C@H]1CN2CC[C@H]1C[C@@H]2[C@H](C3=C4C=C(C=CC4=NC=C3)OC)OC5=NN=C(C6=CC=CC=C65)O[C@H]([C@H]7C[C@@H]8CCN7C[C@@H]8CC)C9=C1C=C(C=CC1=NC=C9)OC (AD-mix-beta), [N+](=O)([O-])C1=CC=C(C(=O)OCCCCC=C)C=C1 (hex-5-en-1-yl 4-nitrobenzoate), C(C)(C)(C)O.O (t-BuOH—H2O). Run in CC(OCC)=O (EA). Conditions: temperature 0 celsius, time 8 hour. Yields the product [N+](=O)([O-])C1=CC=C(C(=O)OCCCC[C@H](CO)O)C=C1 ((5R)-5,6-dihydroxyhexyl 4-nitrobenzoate). Isolated yield 99.0%. RXN SMILES: CC[C@@H]1[C@@H]2C[C@H]([C@@H](OC3C4C(=CC=CC=4)C(O[C@@H](C4C=CN=C5C=4C=C(OC)C=C5)[C@@H]4N5C[C@H](CC)[C@@H](CC5)C4)=NN=3)C3C=CN=C4C=3C=C([O:22]C)C=C4)N(CC2)C1.[N+:59]([C:62]1[CH:76]=[CH:75][C:65]([C:66]([O:68][CH2:69][CH2:70][CH2:71]CC=C)=[O:67])=[CH:64][CH:63]=1)([O-:61])=[O:60].[C:77]([OH:81])(C)([CH3:79])[CH3:78].O>CC(=O)OCC>[N+:59]([C:62]1[CH:76]=[CH:75][C:65]([C:66]([O:68][CH2:69][CH2:70][CH2:71][CH2:78][C@@H:77]([OH:81])[CH2:79][OH:22])=[O:67])=[CH:64][CH:63]=1)([O-:61])=[O:60] |f:2.3|. Reported procedure: To a solution of AD-mix-beta (34 g) in t-BuOH—H2O (1:1, 0.077 M) at 0° C., was added hex-5-en-1-yl 4-nitrobenzoate (6 g, 24.07 mmol). The reaction was stirred at 0° C. overnight. The reaction mixture was diluted with 250 mL of EA, quenched by addition of 10 g of sodium metabisulfite and stirred 30 min at 0° C. The mixture was allowed to stir at rt for 1 h then was extracted 3 times with EtOAc, washed with brine, dried over Na2SO4, filtered and evaporated. The compound was recrystallized with eth... Starting materials: O=C([O-])[O-], CCCCN=C=O, CC#N, NS(=O)(=O)c1c(Cl)cccc1-c1ccccc1, [K+], [K+]. Product: CCCCNC(=O)NS(=O)(=O)c1c(Cl)cccc1-c1ccccc1. Reaction SMILES: [C:25](=[O:26])([O-:27])[O-:28].[CH2:18]([CH2:19][CH2:20][CH3:21])[N:22]=[C:23]=[O:24].[CH3:31][C:32]#[N:33].[Cl:1][c:2]1[c:3]([S:14](=[O:15])(=[O:16])[NH2:17])[c:4](-[c:8]2[cH:9][cH:10][cH:11][cH:12][cH:13]2)[cH:5][cH:6][cH:7]1.[K+:29].[K+:30]>>[Cl:1][c:2]1[c:3]([S:14](=[O:15])(=[O:16])[NH:17][C:23]([NH:22][CH2:18][CH2:19][CH2:20][CH3:21])=[O:24])[c:4](-[c:8]2[cH:9][cH:10][cH:11][cH:12][cH:13]2)[cH:5][cH:6][cH:7]1.